Dataset: the Open Reaction Database (ORD), a public repository of structured organic reaction records. Task: describe an organic reaction: reactants, conditions, products, and yield Reactants: CN1C[C@@H]2N(CC[C@@H]2C1)C1=CC=C(C=C1)N1CCNCC1 ((3aR,6aR)-5-Methyl-1-(4-piperazin-1-yl-phenyl)-octahydro-pyrrolo[3,4-b]pyrrole), BrC=1C=CC(=NC1)C#N (5-bromo-2-cyanopyridine), C1(=CC=CC=C1)P(C1=CC=CC=2C(C3=CC=CC(=C3OC12)P(C1=CC=CC=C1)C1=CC=CC=C1)(C)C)C1=CC=CC=C1 (4,5-bis(diphenylphosphino)-9,9-dimethylxanthene), C([O-])([O-])=O.[Cs+].[Cs+] (cesium carbonate). Reagents/catalysts: C(C)(=O)[O-].[Pd+2].C(C)(=O)[O-] (palladium acetate). Solvent: O (water), O1CCCC1 (tetrahydrofuran). Conditions: temperature 120 celsius. Product: CN1C[C@@H]2N(CC[C@@H]2C1)C1=CC=C(C=C1)N1CCN(CC1)C=1C=CC(=NC1)C#N (5-(4-(4-((3aR,6aR)-5-methylhexahydropyrrolo[3,4-b]pyrrol-1(2H)yl)phenyl)piperazin-1-yl)picolinonitrile). Reaction SMILES: [CH3:1][N:2]1[CH2:9][C@@H:8]2[C@@H:4]([N:5]([C:10]3[CH:15]=[CH:14][C:13]([N:16]4[CH2:21][CH2:20][NH:19][CH2:18][CH2:17]4)=[CH:12][CH:11]=3)[CH2:6][CH2:7]2)[CH2:3]1.Br[C:23]1[CH:24]=[CH:25][C:26]([C:29]#[N:30])=[N:27][CH:28]=1.C1(P(C2C=CC=CC=2)C2C3OC4C(=CC=CC=4P(C4C=CC=CC=4)C4C=CC=CC=4)C(C)(C)C=3C=CC=2)C=CC=CC=1.C(=O)([O-])[O-].[Cs+].[Cs+]>O.C([O-])(=O)C.[Pd+2].C([O-])(=O)C.O1CCCC1>[CH3:1][N:2]1[CH2:9][C@@H:8]2[C@@H:4]([N:5]([C:10]3[CH:11]=[CH:12][C:13]([N:16]4[CH2:17][CH2:18][N:19]([C:23]5[CH:24]=[CH:25][C:26]([C:29]#[N:30])=[N:27][CH:28]=5)[CH2:20][CH2:21]4)=[CH:14][CH:15]=3)[CH2:6][CH2:7]2)[CH2:3]1 |f:3.4.5,7.8.9|. Procedure details: The product of Example 75A (78.0 mg, 0.27 mmole), 5-bromo-2-cyanopyridine (74.8 mg, 0.41 mmole), palladium acetate (2.5 mg, 0.011 mmole), 4,5-bis(diphenylphosphino)-9,9-dimethylxanthene (19.0 mg, 0.037 mmole), cesium carbonate (142.1 mg, 0.44 mmole) and 3 ml of tetrahydrofuran were mixed under N2 in a Emrys process vial. The vial was sealed and heated in the microwave for 2 hours at 120° C. using the Emrys Creator. The mixture was diluted with water and extracted with dichloromethane (4×). The c... Reactants: N#Cc1cc(F)ccc1CBr, [K+], [K+], O=C([O-])[O-], CN(C)C=O, COC(=O)c1ccc(C)c(-n2c(C)cc(O)cc2=O)c1, O=C(O)CC(O)(CC(=O)O)C(=O)O. Product: COC(=O)c1ccc(C)c(-n2c(C)cc(OCc3ccc(F)cc3C#N)cc2=O)c1. RXN SMILES: [Br:1][CH2:2][c:3]1[c:4]([C:5]#[N:6])[cH:7][c:8]([F:11])[cH:9][cH:10]1.[K+:32].[K+:33].[O-:34][C:35]([O-:36])=[O:37].[O:51]=[CH:52][N:53]([CH3:54])[CH3:55].[OH:12][c:13]1[cH:14][c:15](=[O:31])[n:16](-[c:20]2[cH:21][c:22]([C:23](=[O:24])[O:25][CH3:26])[cH:27][cH:28][c:29]2[CH3:30])[c:17]([CH3:19])[cH:18]1.[OH:38][C:39]([CH2:40][C:41]([C:42](=[O:43])[OH:44])([CH2:45][C:46](=[O:47])[OH:48])[OH:49])=[O:50]>>[CH2:2]([c:3]1[c:4]([C:5]#[N:6])[cH:7][c:8]([F:11])[cH:9][cH:10]1)[O:12][c:13]1[cH:14][c:15](=[O:31])[n:16](-[c:20]2[cH:21][c:22]([C:23](=[O:24])[O:25][CH3:26])[cH:27][cH:28][c:29]2[CH3:30])[c:17]([CH3:19])[cH:18]1. Starting materials: O=C1NCCC1CCC1COCCO1 (2-Oxo-3-(3-(ethylendioxy)butyl)pyrrolidine), C[Si](C)(C)[N-][Si](C)(C)C.[Na+] (NaN(TMS)2), BrCC(=O)OCC (ethyl bromoacetate). The solvent is C1CCOC1 (THF). Run at time 20 minute. Product: O=C1N(CCC1CCC1COCCO1)CC(=O)OCC (Ethyl (2-Oxo-3-(3-(ethylendioxy)butyl)pyrrolidin-1-yl)acetate). Reaction SMILES: [O:1]=[C:2]1[CH:6]([CH2:7][CH2:8][CH:9]2[O:14][CH2:13][CH2:12][O:11][CH2:10]2)[CH2:5][CH2:4][NH:3]1.C[Si]([N-][Si](C)(C)C)(C)C.[Na+].Br[CH2:26][C:27]([O:29][CH2:30][CH3:31])=[O:28]>C1COCC1>[O:1]=[C:2]1[CH:6]([CH2:7][CH2:8][CH:9]2[O:14][CH2:13][CH2:12][O:11][CH2:10]2)[CH2:5][CH2:4][N:3]1[CH2:26][C:27]([O:29][CH2:30][CH3:31])=[O:28] |f:1.2|. Procedure: To a rapidly stirred solution of 2-3 (0.86 g, 4.3 mmol) and THF (25 mL) at −78° C. was added NaN(TMS)2 (5.2 mL, 5.2 mmol, 1.0 M in THF). After 20 min, ethyl bromoacetate (0.58 mL, 5.2 mmol) was added followed by removal of the cooling bath. After 1 h, the reaction mixture was diluted with EtOAc and then washed with H2O, sat. NaHCO3 and brine, dried (MgSO4), and concentrated to give 2-4 as a yellow oil. The reactants are ClC1=CC=C(C=C1)C1(N=C(N(C1(C)C1=CC=C(C=C1)Cl)C(=O)Cl)C1=C(C=C(C=C1)S(=O)(=O)CC)OCC)C (rac-(4S*,5R*)-4,5-bis-(4-chloro-phenyl)-2-(4-ethanesulfonyl-2-ethoxy-phenyl)-4,5-dimethyl-4,5-dihydro-imidazole-1-carbonyl chloride), Cl.Cl.CS(=O)(=O)CCCN1CCNCC1 (1-(3-methanesulfonyl-propyl)-piperazine dihydrochloride). The product is ClC1=CC=C(C=C1)[C@@]1(N=C(N([C@]1(C)C1=CC=C(C=C1)Cl)C(=O)N1CCN(CC1)CCCS(=O)(=O)C)C1=C(C=C(C=C1)S(=O)(=O)CC)OCC)C ([(4S,5R)-4,5-Bis-(4-chloro-phenyl)-2-(4-ethanesulfonyl-2-ethoxy-phenyl)-4,5-dimethyl-4,5-dihydro-imidazol-1-yl]-[4-(3-methanesulfonyl-propyl)-piperazin-1-yl]-methanone). As a reaction SMILES: [Cl:1][C:2]1[CH:7]=[CH:6][C:5]([C:8]2([CH3:38])[C:12]([C:14]3[CH:19]=[CH:18][C:17]([Cl:20])=[CH:16][CH:15]=3)([CH3:13])[N:11]([C:21](Cl)=[O:22])[C:10]([C:24]3[CH:29]=[CH:28][C:27]([S:30]([CH2:33][CH3:34])(=[O:32])=[O:31])=[CH:26][C:25]=3[O:35][CH2:36][CH3:37])=[N:9]2)=[CH:4][CH:3]=1.Cl.Cl.[CH3:41][S:42]([CH2:45][CH2:46][CH2:47][N:48]1[CH2:53][CH2:52][NH:51][CH2:50][CH2:49]1)(=[O:44])=[O:43]>>[Cl:1][C:2]1[CH:7]=[CH:6][C:5]([C@@:8]2([CH3:38])[C@:12]([C:14]3[CH:15]=[CH:16][C:17]([Cl:20])=[CH:18][CH:19]=3)([CH3:13])[N:11]([C:21]([N:51]3[CH2:52][CH2:53][N:48]([CH2:47][CH2:46][CH2:45][S:42]([CH3:41])(=[O:43])=[O:44])[CH2:49][CH2:50]3)=[O:22])[C:10]([C:24]3[CH:29]=[CH:28][C:27]([S:30]([CH2:33][CH3:34])(=[O:31])=[O:32])=[CH:26][C:25]=3[O:35][CH2:36][CH3:37])=[N:9]2)=[CH:4][CH:3]=1 |f:1.2.3|. Reported procedure: In a manner analogous to the method described in example 5, rac-(4S*,5R*)-4,5-bis-(4-chloro-phenyl)-2-(4-ethanesulfonyl-2-ethoxy-phenyl)-4,5-dimethyl-4,5-dihydro-imidazole-1-carbonyl chloride was reacted with 1-(3-methanesulfonyl-propyl)-piperazine dihydrochloride (prepared as described in Fotouhi, N. et al. WO 2005110996) to give the title compound as a racemic mixture. The enantiomers were separated by supercritical fluid chromatography (Berger Instrument Multi-Gram II, Daicel ChiralPak OD-H 3... The reactants are C[C@H]1[C@@H](CN(C1)CC=1C=NC(=NC1)C)C=1NC(C2=C(N1)N(N=C2)C2CCOCC2)=O (6-{(3S,4S)-4-methyl-1-[(2-methylpyrimidin-5-yl)methyl]pyrrolidin-3-yl}-1-(tetrahydro-2H-pyran-4-yl)-1,5-dihydro-4H-pyrazolo[3,4-d]pyrimidin-4-one), C(#N)[BH3-].[Na+] (sodium cyanoborohydride), COC=1C=C(C=O)C=CC1 (3-methoxybenzaldehyde). Yields the product COC=1C=C(CN2C[C@H]([C@@H](C2)C)C=2NC(C3=C(N2)N(N=C3)C3CCOCC3)=O)C=CC1 (6-[(3S,4S)-1-(3-methoxybenzyl)-4-methylpyrrolidin-3-yl]-1-(tetrahydro-2H-pyran-4-yl)-1,5-dihydro-4H-pyrazolo[3,4-d]pyrimidin-4-one). Reaction SMILES: [CH3:1][C@@H:2]1[CH2:6][N:5]([CH2:7][C:8]2[CH:9]=NC(C)=N[CH:13]=2)[CH2:4][C@H:3]1[C:15]1[NH:16][C:17](=[O:30])[C:18]2[CH:23]=[N:22][N:21]([CH:24]3[CH2:29][CH2:28][O:27][CH2:26][CH2:25]3)[C:19]=2[N:20]=1.C([BH3-])#N.[Na+].[CH3:35][O:36][C:37]1C=C(C=[CH:43][CH:44]=1)C=O>>[CH3:35][O:36][C:37]1[CH:9]=[C:8]([CH:13]=[CH:43][CH:44]=1)[CH2:7][N:5]1[CH2:6][C@@H:2]([CH3:1])[C@H:3]([C:15]2[NH:16][C:17](=[O:30])[C:18]3[CH:23]=[N:22][N:21]([CH:24]4[CH2:25][CH2:26][O:27][CH2:28][CH2:29]4)[C:19]=3[N:20]=2)[CH2:4]1 |f:1.2|. Procedure: Following the procedure for the preparation of 6-{(3S,4S)-4-methyl-1-[(2-methylpyrimidin-5-yl)methyl]pyrrolidin-3-yl}-1-(tetrahydro-2H-pyran-4-yl)-1,5-dihydro-4H-pyrazolo[3,4-d]pyrimidin-4-one but substituting sodium cyanoborohydride and 3-methoxybenzaldehyde provided the title compound. 400 MHz 1H NMR (CDCl3) δ 8.02 (s, 1H), 7.27-7.21 (m, 1H), 6.96-6.92 (m, 2H), 6.81 (d, J=7.1 Hz, 1H), 4.82-4.76 (m, 1H), 4.14-4.08 (m, 2H), 3.85 (s, 3H), 3.79 (s, 1H), 3.62-3.54 (m, 3H), 3.39 (t, J=8.7 Hz, 1H), 3... The reactants are CO, O=[N+]([O-])c1ccc(NC2CCCCC2)c([N+](=O)[O-])c1, [Cl-], [NH4+]. Product: Nc1cc([N+](=O)[O-])ccc1NC1CCCCC1. RXN SMILES: [CH3:22][OH:23].[CH:1]1([NH:7][c:8]2[c:9]([N+:17]([O-:18])=[O:19])[cH:10][c:11]([N+:14](=[O:15])[O-:16])[cH:12][cH:13]2)[CH2:2][CH2:3][CH2:4][CH2:5][CH2:6]1.[Cl-:20].[NH4+:21]>>[CH:1]1([NH:7][c:8]2[c:9]([NH2:17])[cH:10][c:11]([N+:14](=[O:15])[O-:16])[cH:12][cH:13]2)[CH2:2][CH2:3][CH2:4][CH2:5][CH2:6]1.